From a dataset of the Open Reaction Database (ORD), a public repository of structured organic reaction records. describe an organic reaction: reactants, conditions, products, and yield Reactants: Cl (hydrochloric acid), resultant solution, S(=O)(=O)(C1=CC=C(C)C=C1)Cl (tosyl chloride), OC[C@@H]1[C@H](CC(=O)O1)C ((3S, 4S)-5-hydroxy-3-methylpentan-4-olide). The solvent is N1=CC=CC=C1 (pyridine). Reaction conditions: time 8 hour. Yields the product S(=O)(=O)(O)C1=CC=C(C)C=C1.C[C@H]1CC(=O)O[C@@H]1COS(=O)(=O)C1=CC=C(C)C=C1 ((3S,4S)-3-methyl-5-tosyloxypentan-4-olide (tosylate)). Yield: 106.6%. RXN SMILES: [OH:1][CH2:2][C@H:3]1[O:8][C:6](=[O:7])[CH2:5][C@@H:4]1[CH3:9].[S:10](Cl)([C:13]1[CH:19]=[CH:18][C:16]([CH3:17])=[CH:15][CH:14]=1)(=[O:12])=[O:11].Cl>N1C=CC=CC=1>[S:10]([C:13]1[CH:19]=[CH:18][C:16]([CH3:17])=[CH:15][CH:14]=1)([OH:1])(=[O:12])=[O:11].[CH3:9][C@@H:4]1[C@@H:3]([CH2:2][O:1][S:10]([C:13]2[CH:19]=[CH:18][C:16]([CH3:17])=[CH:15][CH:14]=2)(=[O:12])=[O:11])[O:8][C:6](=[O:7])[CH2:5]1 |f:4.5|. Reported procedure: In 60 ml of anhydrous pyridine, 7.9 g of (3S, 4S)-5-hydroxy-3-methylpentan-4-olide (60.8 mmol) obtained in step [B] were dissolved. To the resultant solution, 15.1 g of tosyl chloride (79.0 mmol) were added with cooling by ice. The obtained mixture was stirred at room temperature overnight. The reacted solution was poured into a diluted hydrochloric acid solution which had been cooled, and extracted with methylene chloride. The obtained extract was washed with water and a saturated sodium chlori...